From a dataset of the Open Reaction Database (ORD), a public repository of structured organic reaction records. describe an organic reaction: reactants, conditions, products, and yield The reactants are P(Br)(Br)Br (phosphorus tribromide), O(C)C=1C=C(CO)C=C(C1OC)OC (3,4,5-trimethoxyl benzyl alcohol), O (water). Solvent: ClCCl (dichlormethane), ClCCl (dichlormethane). Product: O(C)C=1C=C(CBr)C=C(C1OC)OC (3,4,5-trimethoxyl benzyl bromine). Isolated yield 86.7%. Reaction SMILES: [O:1]([C:3]1[CH:4]=[C:5]([CH:8]=[C:9]([O:13][CH3:14])[C:10]=1[O:11][CH3:12])[CH2:6]O)[CH3:2].P(Br)(Br)[Br:16].O>ClCCl>[O:1]([C:3]1[CH:4]=[C:5]([CH:8]=[C:9]([O:13][CH3:14])[C:10]=1[O:11][CH3:12])[CH2:6][Br:16])[CH3:2]. Procedure details: Dissolving 3,4,5-trimethoxyl benzyl alcohol (14.05 g, 70.89 mmol) in dichlormethane (100 ml) in a three-necked bottle (250 ml); dissolving phosphorus tribromide (6.73 ml, 70.89 mmol) in dichlormethane (25 ml) for it to react at room temperature for 50 minutes, cooling in refrigeratory, slowly adding deionized water (18 ml, 1.0 mol) dropwise to quench, washing with deionized water (100 ml) twice, drying with anhydrous magnesium sulfate, filtering, washing the filter residue with dichlormethane (2... The reactants are [BH4-], Cl, Fc1cccc(NCn2nnc3ccccc32)c1, [Na+], [Na+], C1CCOC1, [OH-]. Product: CNc1cccc(F)c1. As a reaction SMILES: [BH4-:19].[ClH:21].[F:1][c:2]1[cH:3][c:4]([NH:5][CH2:6][n:7]2[c:8]3[cH:9][cH:10][cH:11][cH:12][c:13]3[n:14][n:15]2)[cH:16][cH:17][cH:18]1.[Na+:20].[Na+:23].[O:24]1[CH2:25][CH2:26][CH2:27][CH2:28]1.[OH-:22]>>[F:1][c:2]1[cH:3][c:4]([NH:5][CH3:6])[cH:16][cH:17][cH:18]1. Reactants: CN1CC(=O)c2ccccc2C1, Fc1cc(Cl)ccc1CBr, I, [Mg]. The product is CN1Cc2ccccc2C(O)(Cc2ccc(Cl)cc2F)C1. As a reaction SMILES: [CH3:13][N:14]1[CH2:15][c:16]2[cH:17][cH:18][cH:19][cH:20][c:21]2[C:22](=[O:24])[CH2:23]1.[Cl:3][c:4]1[cH:5][c:6]([F:12])[c:7]([CH2:8][Br:9])[cH:10][cH:11]1.[I:2].[Mg:1]>>[Cl:3][c:4]1[cH:5][c:6]([F:12])[c:7]([CH2:8][C:22]2([OH:24])[c:21]3[c:16]([cH:17][cH:18][cH:19][cH:20]3)[CH2:15][N:14]([CH3:13])[CH2:23]2)[cH:10][cH:11]1. Reactants: CC1=NSC(=N1)N1CCC(CC1)=O (1-(3-methyl-[1,2,4]thiadiazol-5-yl)-piperidin-4-one), CN(C=1C=C(C=CC1)C=1C=2N(C=CC1)N=C(N2)N)C (8-(3-dimethylamino-phenyl)-[1,2,4]triazolo[1,5-a]pyridin-2-ylamine). Yields the product CN(C=1C=C(C=CC1)C=1C=2N(C=CC1)N=C(N2)NC2CCN(CC2)C2=NC(=NS2)C)C ([8-(3-Dimethylamino-phenyl)-[1,2,4]triazolo[1,5-a]pyridin-2-yl]-[1-(3-methyl-[1,2,4]thiadiazol-5-yl)-piperidin-4-yl]-amine). RXN SMILES: [CH3:1][C:2]1[N:6]=[C:5]([N:7]2[CH2:12][CH2:11][C:10](=O)[CH2:9][CH2:8]2)[S:4][N:3]=1.[CH3:14][N:15]([CH3:32])[C:16]1[CH:17]=[C:18]([C:22]2[C:23]3[N:24]([N:28]=[C:29]([NH2:31])[N:30]=3)[CH:25]=[CH:26][CH:27]=2)[CH:19]=[CH:20][CH:21]=1>>[CH3:14][N:15]([CH3:32])[C:16]1[CH:17]=[C:18]([C:22]2[C:23]3[N:24]([N:28]=[C:29]([NH:31][CH:10]4[CH2:11][CH2:12][N:7]([C:5]5[S:4][N:3]=[C:2]([CH3:1])[N:6]=5)[CH2:8][CH2:9]4)[N:30]=3)[CH:25]=[CH:26][CH:27]=2)[CH:19]=[CH:20][CH:21]=1. Reported procedure: Prepared in analogy to example 1h employing 1-(3-methyl-[1,2,4]thiadiazol-5-yl)-piperidin-4-one (see example 1c) and 8-(3-dimethylamino-phenyl)-[1,2,4]triazolo[1,5-a]pyridin-2-ylamine (prepared in analogy to example 66a-c). The title compound was obtained as light yellow foam. MS ISP (m/e): 435.3 (100) [(M+H)+]. The reactants are CCCOc1c(-c2cccc3sc(C=CC(=O)OCC)cc23)cc(C(C)C)cc1C(C)C, C1CCOC1, CO, [Li+], [OH-]. Product: CCCOc1c(-c2cccc3sc(C=CC(=O)O)cc23)cc(C(C)C)cc1C(C)C. RXN SMILES: [CH2:1]([CH3:2])[O:3][C:4]([CH:5]=[CH:6][c:7]1[cH:8][c:9]2[c:10]([s:11]1)[cH:12][cH:13][cH:14][c:15]2-[c:16]1[c:17]([O:28][CH2:29][CH2:30][CH3:31])[c:18]([CH:25]([CH3:26])[CH3:27])[cH:19][c:20]([CH:22]([CH3:23])[CH3:24])[cH:21]1)=[O:32].[CH2:33]1[O:34][CH2:35][CH2:36][CH2:37]1.[CH3:40][OH:41].[Li+:39].[OH-:38]>>[O:3]=[C:4]([CH:5]=[CH:6][c:7]1[cH:8][c:9]2[c:10]([s:11]1)[cH:12][cH:13][cH:14][c:15]2-[c:16]1[c:17]([O:28][CH2:29][CH2:30][CH3:31])[c:18]([CH:25]([CH3:26])[CH3:27])[cH:19][c:20]([CH:22]([CH3:23])[CH3:24])[cH:21]1)[OH:32]. The reactants are CC(C)(C)C1CCC(CC1)C=O (4-(1,1-dimethylethyl)cyclohexanecarboxaldehyde), C[O-].[Na+] (sodium methoxide). Solvent: CO (CH3OH). Conditions: time 3 hour. The product is CC(C)(C)[C@@H]1CC[C@H](CC1)C=O (trans-4-(1,1-dimethylethyl)cyclohexanecarboxaldehyde). Yield: 80.1%. Reaction SMILES: [CH3:1][C:2]([CH:5]1[CH2:10][CH2:9][CH:8]([CH:11]=[O:12])[CH2:7][CH2:6]1)([CH3:4])[CH3:3].C[O-].[Na+]>CO>[CH3:4][C:2]([C@H:5]1[CH2:6][CH2:7][C@H:8]([CH:11]=[O:12])[CH2:9][CH2:10]1)([CH3:1])[CH3:3] |f:1.2|. Reported procedure: To a solution of the 4-(1,1-dimethylethyl)cyclohexanecarboxaldehyde (862 mg, 5.12 mmol) as obtained above in CH3OH (44 mL) at room temperature was added dropwise sodium methoxide (1.44 mL of 25% by weight, ~4.73M, 6.29 mmol). After stirring for 3 hrs at room temperature, the reaction was quenched by addition of glacial HOAc-ether (1:3) dropwise until the pH was 6-7 followed by addition of a few drops of sat. NaHCO3. The CH3OH was removed under reduced pressure and the residue was partitioned bet...